Task: describe an organic reaction: reactants, conditions, products, and yield. Dataset: the Open Reaction Database (ORD), a public repository of structured organic reaction records Starting materials: O[Li].O (LiOH.H2O), C(C)=C1CC(C(C1)C(=O)OCC)C(=O)OCC (Diethyl 4-Ethylidene-cyclopentane-1,2-dicarboxylate). The solvent is O (water), C1CCOC1 (THF), C1CCOC1 (THF). Reaction conditions: time 20 hour. Yields the product C(C)=C1CC(C(C1)C(=O)O)C(=O)O (4-Ethylidene-cyclopentane-1,2-dicarboxylic Acid). As a reaction SMILES: O[Li].O.[CH:4](=[C:6]1[CH2:10][CH:9]([C:11]([O:13]CC)=[O:12])[CH:8]([C:16]([O:18]CC)=[O:17])[CH2:7]1)[CH3:5]>O.C1COCC1>[CH:4](=[C:6]1[CH2:10][CH:9]([C:11]([OH:13])=[O:12])[CH:8]([C:16]([OH:18])=[O:17])[CH2:7]1)[CH3:5] |f:0.1|. Procedure: A solution of LiOH.H2O (5.1 g, 120 mmol) in 130 ml of water is added dropwise at 0° C. to a solution of the compound from Example VIII (13.1 g, 54.5 mmol) in 70 ml of THF. The solution is stirred at room temperature for 20 h, the THF is stripped off in vacuo and the residue is extracted once with 40 ml of ether. The aqueous phase is brought to pH 2 with 10% strength hydrochloric acid and extracted three times with 200 ml of ethyl acetate each time. The combined ethyl acetate phases are dried ove... Starting materials: [OH-].[Na+] (sodium hydroxide), COC(C(=O)[O-])C1=C(C=CC=C1)CON=C(C1=CC=C(C=C1)Cl)C (α-methoxy-2-(α-methyl-4-chloro-benzylideneaminooxymethyl)phenylacetate), Cl (hydrochloric acid). The solvent is CO (methanol). Reaction conditions: time 2 hour. Product: COC(C(=O)O)C1=C(C=CC=C1)CO/N=C(/C1=CC=C(C=C1)Cl)\C ((E)-α-methoxy-2-(α-methyl-4-chlorobenzylideneaminooxymethyl)phenylacetic acid). The yield is 75.7%. As a reaction SMILES: [OH-].[Na+].[CH3:3][O:4][CH:5]([C:9]1[CH:14]=[CH:13][CH:12]=[CH:11][C:10]=1[CH2:15][O:16][N:17]=[C:18]([CH3:26])[C:19]1[CH:24]=[CH:23][C:22]([Cl:25])=[CH:21][CH:20]=1)[C:6]([O-:8])=[O:7].Cl>CO>[CH3:3][O:4][CH:5]([C:9]1[CH:14]=[CH:13][CH:12]=[CH:11][C:10]=1[CH2:15][O:16]/[N:17]=[C:18](\[CH3:26])/[C:19]1[CH:20]=[CH:21][C:22]([Cl:25])=[CH:23][CH:24]=1)[C:6]([OH:8])=[O:7] |f:0.1|. Procedure: 1N sodium hydroxide solution (10 ml) was added to a solution of ethyl (E)-(α-methoxy-2-(α-methyl-4-chloro-benzylideneaminooxymethyl)phenylacetate (0.70 g, 1.9 mmol) in methanol (10 ml), and the mixture was stirred at room temperature for 2 hours. The mixture was adjusted to pH 4 with 1N hydrochloric acid, extracted with methylene chloride and dried over anhydrous magnesium sulfate. Evaporation of the solvent gave the desired compound (E)-α-methoxy-2-(α-methyl-4-chlorobenzylideneaminooxymethyl)ph... Starting materials: CCOC(=O)N1CCC(Nc2nc3cnccc3n2Cc2ccc(C)o2)CC1, CC(C)O, [K+], [OH-]. Yields the product Cc1ccc(Cn2c(NC3CCNCC3)nc3cnccc32)o1. RXN SMILES: [CH3:1][c:2]1[cH:3][cH:4][c:5]([CH2:7][n:8]2[c:9]([NH:17][CH:18]3[CH2:19][CH2:20][N:21]([C:24]([O:25][CH2:26][CH3:27])=[O:28])[CH2:22][CH2:23]3)[n:10][c:11]3[cH:12][n:13][cH:14][cH:15][c:16]23)[o:6]1.[CH3:31][CH:32]([OH:33])[CH3:34].[K+:30].[OH-:29]>>[CH3:1][c:2]1[cH:3][cH:4][c:5]([CH2:7][n:8]2[c:9]([NH:17][CH:18]3[CH2:19][CH2:20][NH:21][CH2:22][CH2:23]3)[n:10][c:11]3[cH:12][n:13][cH:14][cH:15][c:16]23)[o:6]1. Reactants: C(C1=CC=CC=C1)OC=1C=CC(=C(C1)C1=NOC(C1)(C(=O)OC(C)(C)C)CC(=O)OC(C)(C)C)C (tert-butyl 3-(5-(benzyloxy)-2-methylphenyl)-5-(2-tert-butoxy-2-oxoethyl)-4,5-dihydro-1,2-oxazole-5-carboxylate), [H][H] (hydrogen). The reagents and catalysts are [Pd] (Pd/C). Solvent: CO (methanol). Product: C(C)(C)(C)OC(CC1(CC(=NO1)C1=C(C=CC(=C1)O)C)C(=O)OC(C)(C)C)=O (tert-Butyl 5-(2-tert-butoxy-2-oxoethyl)-3-(5-hydroxy-2-methylphenyl)-4,5-dihydro-1,2-oxazole-5-carboxylate). Yield: 71.7%. As a reaction SMILES: C([O:8][C:9]1[CH:10]=[CH:11][C:12]([CH3:35])=[C:13]([C:15]2[CH2:19][C:18]([CH2:27][C:28]([O:30][C:31]([CH3:34])([CH3:33])[CH3:32])=[O:29])([C:20]([O:22][C:23]([CH3:26])([CH3:25])[CH3:24])=[O:21])[O:17][N:16]=2)[CH:14]=1)C1C=CC=CC=1.[H][H]>[Pd].CO>[C:31]([O:30][C:28](=[O:29])[CH2:27][C:18]1([C:20]([O:22][C:23]([CH3:26])([CH3:25])[CH3:24])=[O:21])[O:17][N:16]=[C:15]([C:13]2[CH:14]=[C:9]([OH:8])[CH:10]=[CH:11][C:12]=2[CH3:35])[CH2:19]1)([CH3:34])([CH3:33])[CH3:32]. Procedure: A mixture of tert-butyl 3-(5-(benzyloxy)-2-methylphenyl)-5-(2-tert-butoxy-2-oxoethyl)-4,5-dihydro-1,2-oxazole-5-carboxylate (3.93 g), 10% Pd/C (containing about 55% water, 400 mg), and methanol (40 mL) was stirred at room temperature for 75 minutes in a hydrogen atmosphere. The catalyst was filtered off, and then, the filtrate was concentrated under reduced pressure. The residue was purified by silica gel column chromatography (ethyl acetate/hexane) to obtain the title compound (2.29 g). Reactants: CC(=CCBr)c1cccc([N+](=O)[O-])c1, CC(=O)[O-], CC(=O)[O-], ClCCl, CCOC(=O)C=[N+]=[N-], [Rh+2]. Product: CCOC(=O)C1C(CBr)C1(C)c1cccc([N+](=O)[O-])c1. Reaction SMILES: [Br:1][CH2:2][CH:3]=[C:4]([CH3:5])[c:6]1[cH:7][c:8]([N+:12](=[O:13])[O-:14])[cH:9][cH:10][cH:11]1.[C:26]([O-:27])(=[O:28])[CH3:29].[C:31]([O-:32])(=[O:33])[CH3:34].[Cl:23][CH2:24][Cl:25].[N+:15](=[N-:16])=[CH:17][C:18](=[O:19])[O:20][CH2:21][CH3:22].[Rh+2:30]>>[Br:1][CH2:2][CH:3]1[C:4]([CH3:5])([c:6]2[cH:7][c:8]([N+:12](=[O:13])[O-:14])[cH:9][cH:10][cH:11]2)[CH:17]1[C:18](=[O:19])[O:20][CH2:21][CH3:22]. RXN SMILES: [C:1]([O:5][C:6](=[O:20])[NH:7][C:8]1[CH:13]=[C:12](F)[C:11]([C:15]#[N:16])=[CH:10][C:9]=1[N+:17]([O-:19])=[O:18])([CH3:4])([CH3:3])[CH3:2].[CH:21]([NH:24][CH3:25])([CH3:23])[CH3:22]>CS(C)=O>[C:1]([O:5][C:6](=[O:20])[NH:7][C:8]1[CH:13]=[C:12]([N:24]([CH:21]([CH3:23])[CH3:22])[CH3:25])[C:11]([C:15]#[N:16])=[CH:10][C:9]=1[N+:17]([O-:19])=[O:18])([CH3:4])([CH3:3])[CH3:2]. The product is C(C)(C)(C)OC(NC1=C(C=C(C(=C1)N(C)C(C)C)C#N)[N+](=O)[O-])=O ([4-Cyano-5-(isopropyl-methyl-amino)-2-nitro-phenyl]-carbamic acid tert-butyl ester), solid. Run in CS(=O)C (DMSO). Reactants: C(C)(C)(C)OC(NC1=C(C=C(C(=C1)F)C#N)[N+](=O)[O-])=O ((4-cyano-5-fluoro-2-nitro-phenyl)-carbamic acid tert-butyl ester), C(C)(C)NC (N-isopropyl-N-methylamine). Reported procedure: The title compound was prepared from (4-cyano-5-fluoro-2-nitro-phenyl)-carbamic acid tert-butyl ester (Example B9) (1.95 g, 6.93 mmol) and N-isopropyl-N-methylamine (3.60 ml, 34.7 mmol) in DMSO (30 mL) at RT according to the general procedure C. Obtained as a yellow solid (1.84 g, 79%). The yield is 79.0%.